From a dataset of the Open Reaction Database (ORD), a public repository of structured organic reaction records. describe an organic reaction: reactants, conditions, products, and yield Starting materials: FC1=NC(=CC=C1)F (2,6-Difluoropyridine), C(C)(C)[N-]C(C)C.[Li+] (lithium diisopropylamide), solution, C(=O)=O (CO2). The solvent is C1CCCCC1 (cyclohexane), C1CCOC1 (THF), O (water). Conditions: time 2 hour. The product is FC1=C(C(=O)O)C=CC(=N1)F (2,6-difluoronicotinic acid). The yield is 97.0%. Reaction SMILES: [F:1][C:2]1[CH:7]=[CH:6][CH:5]=[C:4]([F:8])[N:3]=1.C([N-]C(C)C)(C)C.[Li+].[C:17](=[O:19])=[O:18]>C1CCCCC1.C1COCC1.O>[F:8][C:4]1[N:3]=[C:2]([F:1])[CH:7]=[CH:6][C:5]=1[C:17]([OH:19])=[O:18] |f:1.2|. Procedure details: 2,6-Difluoropyridine (7.89 mL, 0.087 mmol) is added dropwise under N2 at 78° C. to a stirred solution of lithium diisopropylamide (59.0 mL of a 1.5 N solution in cyclohexane, 0.089 mmol) in THF (250 mL). After 2 h at 78° C., a stream of dry CO2 is passed through the solution and the mixture is diluted with water and washed with EtOAc. The aqueous portion is neutralized with 3 N HCl, extracted with EtOAc and worked up to give 2,6-difluoronicotinic acid (13.4 g, 97%). H NMR (DMSO) δ 8.59 (1H, dd, ... The reactants are [N+](=O)([O-])C=1C=C(C=C(C1)C1=CC=CC=C1)N1CCOCC1 (4-(5-nitrobiphenyl-3-yl)morpholine). The reagents and catalysts are [Pd] (Pd/C). Run in C(C)(=O)OCC (ethyl acetate), C(C)(=O)O (acetic acid), ClCCl (dichloromethane). Reaction conditions: time 2 hour. Yields the product N1(CCOCC1)C=1C=C(C=C(C1)C1=CC=CC=C1)N (5-(morpholin-4-yl)biphenyl-3-amine). RXN SMILES: [N+:1]([C:4]1[CH:5]=[C:6]([N:16]2[CH2:21][CH2:20][O:19][CH2:18][CH2:17]2)[CH:7]=[C:8]([C:10]2[CH:15]=[CH:14][CH:13]=[CH:12][CH:11]=2)[CH:9]=1)([O-])=O>C(OCC)(=O)C.C(O)(=O)C.ClCCl.[Pd]>[N:16]1([C:6]2[CH:5]=[C:4]([NH2:1])[CH:9]=[C:8]([C:10]3[CH:15]=[CH:14][CH:13]=[CH:12][CH:11]=3)[CH:7]=2)[CH2:17][CH2:18][O:19][CH2:20][CH2:21]1. Procedure: Pd/C (53.9 mg, 0.051 mmol) was added to a solution of 4-(5-nitrobiphenyl-3-yl)morpholine (144 mg, 0.506 mmol) in ethyl acetate (5 mL) and acetic acid (0.5 mL). The reaction mixture was stirred under H2 atmosphere (1 atm) for 2 hours at room temperature. The reaction mixture was diluted with dichloromethane and filtered through CELITE and washed with ethyl acetate. The resultant solution was concentrated in vacuo to provide 5-(morpholin-4-yl)biphenyl-3-amine as a grey solid which was used without... Reactants: [Cl-] (chloride), [OH-].[Na+] (sodium hydroxide), C(#C)C1(CN2CCC1CC2)O (3-ethynyl-3-hydroxyquinuclidine), C(CCCC)OC1=CC=C(C=C1)I (4-n-pentyloxyiodobenzene). Reagents/catalysts: [Cu]I (copper (I) iodide), C1([P]([Pd][P](C2=CC=CC=C2)(C3=CC=CC=C3)C4=CC=CC=C4)(C5=CC=CC=C5)C6=CC=CC=C6)=CC=CC=C1 (bis(triphenylphosphine)-palladium). Solvent: CN(C=O)C (dimethylformamide), C(C)N(CC)CC (triethylamine), O (water). The product is C(CCCC)OC1=CC=C(C=C1)C#CC1(CN2CCC1CC2)O (3-[2-(4-n-pentyloxyphenyl)ethynyl]-3-hydroxyquinuclidine). Yield: 61.1%. Reaction SMILES: [C:1]([C:3]1([OH:11])[CH:8]2[CH2:9][CH2:10][N:5]([CH2:6][CH2:7]2)[CH2:4]1)#[CH:2].[CH2:12]([O:17][C:18]1[CH:23]=[CH:22][C:21](I)=[CH:20][CH:19]=1)[CH2:13][CH2:14][CH2:15][CH3:16].[Cl-].[OH-].[Na+]>O.C1(C=CC=CC=1)[P](C1C=CC=CC=1)(C1C=CC=CC=1)[Pd][P](C1C=CC=CC=1)(C1C=CC=CC=1)C1C=CC=CC=1.[Cu]I.CN(C)C=O.C(N(CC)CC)C>[CH2:12]([O:17][C:18]1[CH:19]=[CH:20][C:21]([C:2]#[C:1][C:3]2([OH:11])[CH:8]3[CH2:9][CH2:10][N:5]([CH2:6][CH2:7]3)[CH2:4]2)=[CH:22][CH:23]=1)[CH2:13][CH2:14][CH2:15][CH3:16] |f:3.4,^1:34,48|. Procedure: A mixture of 3-ethynyl-3-hydroxyquinuclidine (750 mg), 4-n-pentyloxyiodobenzene (1.45 g), bis(triphenylphosphine)-palladium. (II) chloride (175 mg), copper (I) iodide (90 mg), triethylamine (5 ml) and dimethylformamide (10 ml) was stirred at 80° C. under an atmosphere of argon for 4 hours. The mixture was cooled, diluted with water (50 ml) and basified with 2M aqueous sodium hydroxide solution (10 ml). The mixture was extracted with ethyl acetate containing 10% methanol (3×30 ml). The organic ex... Reactants: COC(C1=CC(=NC(=C1)Cl)NC(C)CC)=O (2-sec-butylamino-6-chloro-isonicotinic acid methyl ester), C(C)(C)(C)P(C1=C(C=CC=C1)C1=CC=CC=C1)C(C)(C)C (2-(di-tert-butylphosphino)biphenyl), [Na+].CS(=O)(=O)[NH-] (methanesulfonamide sodium salt), [H-].[Na+] (sodium hydride), CS(=O)(=O)N (methanesulfonamide). The reagents and catalysts are C=1C=CC(=CC1)/C=C/C(=O)/C=C/C2=CC=CC=C2.C=1C=CC(=CC1)/C=C/C(=O)/C=C/C2=CC=CC=C2.C=1C=CC(=CC1)/C=C/C(=O)/C=C/C2=CC=CC=C2.[Pd].[Pd] (tris(dibenzylideneacetone)dipalladium(0)). Run in C1(=CC=CC=C1)C (toluene), C1CCOC1 (THF). Reaction conditions: time 8 hour. Yields the product COC(C1=CC(=NC(=C1)NS(=O)(=O)C)N[C@@H](C)CC)=O ((S)-2-sec-Butylamino-6-methane-sulfonylamino-isonicotinic acid methyl ester). Isolated yield 76.1%. RXN SMILES: [CH3:1][O:2][C:3](=[O:16])[C:4]1[CH:9]=[C:8](Cl)[N:7]=[C:6]([NH:11][CH:12]([CH2:14][CH3:15])[CH3:13])[CH:5]=1.C(P(C(C)(C)C)C1C=CC=CC=1C1C=CC=CC=1)(C)(C)C.[Na+].[CH3:39][S:40]([NH-:43])(=[O:42])=[O:41].[H-].[Na+].CS(N)(=O)=O>C1C=CC(/C=C/C(/C=C/C2C=CC=CC=2)=O)=CC=1.C1C=CC(/C=C/C(/C=C/C2C=CC=CC=2)=O)=CC=1.C1C=CC(/C=C/C(/C=C/C2C=CC=CC=2)=O)=CC=1.[Pd].[Pd].C1COCC1.C1(C)C=CC=CC=1>[CH3:1][O:2][C:3](=[O:16])[C:4]1[CH:9]=[C:8]([NH:43][S:40]([CH3:39])(=[O:42])=[O:41])[N:7]=[C:6]([NH:11][C@H:12]([CH2:14][CH3:15])[CH3:13])[CH:5]=1 |f:2.3,4.5,7.8.9.10.11|. Procedure details: Add 2-sec-butylamino-6-chloro-isonicotinic acid methyl ester (500 mg, 2.07 mmol), toluene (10 mL), tris(dibenzylideneacetone)dipalladium(0) (95 mg, 0.104 mmol), 2-(di-tert-butylphosphino)biphenyl (62 mg, 0.207 mmol), and methanesulfonamide sodium salt (363 mg, 3.11 mmol) to a sealed flask flushed with nitrogen. (Prepare methanesulfonamide sodium salt by adding sodium hydride (2.0 g, 50.0 mmol, 60% dispersion in mineral oil) slowly to a solution of methanesulfonamide (5.0 g, 52.6 mmol) and THF (8... Starting materials: C(C)(C)(C)OC(N[C@@H]1C[C@@H](C1)N1C(C(C=2C1=NC=CN2)(C)C)=O)=O (tert-butyl(cis-3-(7,7-dimethyl-6-oxo-6,7-dihydro-5H-pyrrolo[2,3-b]pyrazin-5-yl)cyclobutyl)carbamate), Cl (hydrogen chloride), solution, O1CCOCC1 (1,4-dioxane). Reaction conditions: time 1 hour. Yields the product N[C@H]1C[C@H](C1)N1C(C(C=2C1=NC=CN2)(C)C)=O (5-(cis-3-aminocyclobutyl)-7,7-dimethyl-5H-pyrrolo[2,3-b]pyrazin-6(7H)-one). Reaction SMILES: C(OC(=O)[NH:7][C@H:8]1[CH2:11][C@@H:10]([N:12]2[C:16]3=[N:17][CH:18]=[CH:19][N:20]=[C:15]3[C:14]([CH3:22])([CH3:21])[C:13]2=[O:23])[CH2:9]1)(C)(C)C.Cl.O1CCOCC1>>[NH2:7][C@@H:8]1[CH2:11][C@H:10]([N:12]2[C:16]3=[N:17][CH:18]=[CH:19][N:20]=[C:15]3[C:14]([CH3:21])([CH3:22])[C:13]2=[O:23])[CH2:9]1. Procedure details: To a round bottomed flask was added tert-butyl(cis-3-(7,7-dimethyl-6-oxo-6,7-dihydro-5H-pyrrolo[2,3-b]pyrazin-5-yl)cyclobutyl)carbamate (0.1812 g, 0.545 mmol) and hydrogen chloride, 4.0M solution in 1,4-dioxane (0.136 ml, 0.545 mmol, Sigma-Aldrich Chemical Company, Inc.) to stir at room temperature for 1 h. Solvent was evaporated and carried on without further purification. LCMS showed product peak at 0.357 min (m+=233.0). 1H NMR (400 MHz, DMSO-d6) δ ppm 1.33 (s, 5 H) 2.61-2.74 (m, 2 H) 2.91-3.0... The reactants are COC1=C(C=CC=C1)C1=CC=C2C=NC(=NN21)O (7-(2-methoxy-phenyl)-pyrrolo[2,1-f][1,2,4]triazin-2-ol), N1=CC(=CC=C1)C1=CC=C(C=C1)N (4-pyridin-3-yl-phenylamine). Product: COC1=C(C=CC=C1)C1=CC=C2C=NC(=NN21)NC2=CC=C(C=C2)C=2C=NC=CC2 ([7-(2-Methoxy-phenyl)-pyrrolo[2,1-f][1,2,4]triazin-2-yl]-(4-pyridin-3-yl-phenyl)-amine), foam. Isolated yield 29.0%. As a reaction SMILES: [CH3:1][O:2][C:3]1[CH:8]=[CH:7][CH:6]=[CH:5][C:4]=1[C:9]1[N:17]2[C:12]([CH:13]=[N:14][C:15](O)=[N:16]2)=[CH:11][CH:10]=1.[N:19]1[CH:24]=[CH:23][CH:22]=[C:21]([C:25]2[CH:30]=[CH:29][C:28]([NH2:31])=[CH:27][CH:26]=2)[CH:20]=1>>[CH3:1][O:2][C:3]1[CH:8]=[CH:7][CH:6]=[CH:5][C:4]=1[C:9]1[N:17]2[C:12]([CH:13]=[N:14][C:15]([NH:31][C:28]3[CH:27]=[CH:26][C:25]([C:21]4[CH:20]=[N:19][CH:24]=[CH:23][CH:22]=4)=[CH:30][CH:29]=3)=[N:16]2)=[CH:11][CH:10]=1. Procedure details: [7-(2-Methoxy-phenyl)-pyrrolo[2,1-f][1,2,4]triazin-2-yl]-(4-pyridin-3-yl-phenyl)-amine was prepared from 7-(2-methoxy-phenyl)-pyrrolo[2,1-f][1,2,4]triazin-2-ol and 4-pyridin-3-yl-phenylamine in an analogous manner to Example 1052a. Product isolated as a yellow foam (35 mg, 29%). LCMS (m/e) 394 (M+H); 1H-NMR (CDCl3, 400 MHz) δ 8.84 (s, 1H), 8.72 (s, 1H), 8.59-8.51 (m, 1H), 7.97 (d, 1H, J=7.6 Hz), 7.86 (d, 1H, J=7.6 Hz), 7.71 (d, 1H, J=7.4 Hz), 7.48 (d, 2H, J=7.7 Hz), 7.44 (d, 1H, J=7.9 Hz), 7.39-... The reactants are C=CCc1cc(Br)cc(OC)c1O, CCOC(C)=O, CC(C)[Si](Cl)(C(C)C)C(C)C, Cl, CN(C)C=O, c1c[nH]cn1. Yields the product C=CCc1cc(Br)cc(OC)c1O[Si](C(C)C)(C(C)C)C(C)C. Reaction SMILES: [CH2:1]([CH:2]=[CH2:3])[c:4]1[c:5]([OH:13])[c:6]([O:11][CH3:12])[cH:7][c:8]([Br:10])[cH:9]1.[CH3:36][CH2:37][O:38][C:39](=[O:40])[CH3:41].[Cl:19][Si:20]([CH:21]([CH3:22])[CH3:23])([CH:24]([CH3:25])[CH3:26])[CH:27]([CH3:28])[CH3:29].[ClH:30].[O:31]=[CH:32][N:33]([CH3:34])[CH3:35].[nH:14]1[cH:15][cH:16][n:17][cH:18]1>>[CH2:1]([CH:2]=[CH2:3])[c:4]1[c:5]([O:13][Si:20]([CH:21]([CH3:22])[CH3:23])([CH:24]([CH3:25])[CH3:26])[CH:27]([CH3:28])[CH3:29])[c:6]([O:11][CH3:12])[cH:7][c:8]([Br:10])[cH:9]1. The reactants are [Li]CCCC, C#CC(=O)OCC, CC(=O)O, COc1cc([N+](=O)[O-])c(C=O)cc1OC(C)C, CC(C)NC(C)C, C1CCOC1, O. Yields the product CCOC(=O)C#CC(O)c1cc(OC(C)C)c(OC)cc1[N+](=O)[O-]. RXN SMILES: [CH2:1]([Li:2])[CH2:3][CH2:4][CH3:5].[CH3:13][CH2:14][O:15][C:16](=[O:17])[C:18]#[CH:19].[CH3:37][C:38](=[O:39])[OH:40].[CH:20]([CH3:21])([CH3:22])[O:23][c:24]1[c:25]([O:35][CH3:36])[cH:26][c:27]([N+:32](=[O:33])[O-:34])[c:28]([CH:29]=[O:30])[cH:31]1.[CH:6]([NH:7][CH:8]([CH3:9])[CH3:10])([CH3:11])[CH3:12].[O:41]1[CH2:42][CH2:43][CH2:44][CH2:45]1.[OH2:46]>>[CH3:13][CH2:14][O:15][C:16](=[O:17])[C:18]#[C:19][CH:29]([c:28]1[c:27]([N+:32](=[O:33])[O-:34])[cH:26][c:25]([O:35][CH3:36])[c:24]([O:23][CH:20]([CH3:21])[CH3:22])[cH:31]1)[OH:30]. The reactants are CC=1C(=CC(=CC1)N=C=O)N=C=O (tolylene diisocyanate), C(C=C)(=O)OCCO (hydroxyethyl acrylate), CCCCC(CC)C(=O)[O-].CCCCC(CC)C(=O)[O-].[Sn+2] (tin octoate), C(CSCCO)O (thiodiglycol), ethoxylated trimethylolpropane, compound, [N-]=C=O (isocyanate). Product: C(C=C)(=O)O.NC(=O)OCC (urethane acrylate). As a reaction SMILES: CC1C(N=C=O)=CC(N=C=O)=CC=1.[C:14]([O:18]CCO)(=[O:17])[CH:15]=[CH2:16].CCCC[CH:26]([C:29]([O-])=[O:30])CC.CCCCC(C([O-])=O)CC.[Sn+2].[N-:43]=[C:44]=[O:45].C(O)CSCCO>>[C:14]([OH:18])(=[O:17])[CH:15]=[CH2:16].[NH2:43][C:44]([O:30][CH2:29][CH3:26])=[O:45] |f:2.3.4,7.8|. Procedure details: 354 g of tolylene diisocyanate are reacted with 220 g of hydroxyethyl acrylate and 0.2 ml of tin octoate. When the isocyanate value reaches 15.8%, the mixture is reacted with 36 g of thiodiglycol, 400 g of an ethoxylated trimethylolpropane (OH number 250) and 400 g of the compound according to Example 11. A self-cross-linking urethane acrylate resin is obtained which has a viscosity of 200 Pas after it has been mixed with 200 g of hexanediol-1,6-diacrylate, and when tested as a 20 μm film on pap... Starting materials: [OH-].[Na+] (sodium hydroxide), [Si](C1=CC=CC=C1)(C1=CC=CC=C1)(C(C)(C)C)OC1CC(C1)(N1N=CC(=C1)C1=C2C(=NC=C1)N(C=C2)COCC[Si](C)(C)C)CC#N ({3-{[tert-butyl(diphenyl)silyl]oxy}-1-[4-(1-{[2-(trimethylsilyl)ethoxy]methyl}-1H-pyrrolo[2,3-b]pyridin-4-yl)-1H-pyrazol-1-yl]cyclobutyl}acetonitrile). Run at time 8 hour. RXN SMILES: [Si]([O:18][CH:19]1[CH2:22][C:21]([CH2:45][C:46]#[N:47])([N:23]2[CH:27]=[C:26]([C:28]3[CH:33]=[CH:32][N:31]=[C:30]4[N:34]([CH2:37][O:38][CH2:39][CH2:40][Si:41]([CH3:44])([CH3:43])[CH3:42])[CH:35]=[CH:36][C:29]=34)[CH:25]=[N:24]2)[CH2:20]1)(C(C)(C)C)(C1C=CC=CC=1)C1C=CC=CC=1.[OH-].[Na+]>O.C(O)C>[OH:18][CH:19]1[CH2:22][C:21]([CH2:45][C:46]#[N:47])([N:23]2[CH:27]=[C:26]([C:28]3[CH:33]=[CH:32][N:31]=[C:30]4[N:34]([CH2:37][O:38][CH2:39][CH2:40][Si:41]([CH3:42])([CH3:44])[CH3:43])[CH:35]=[CH:36][C:29]=34)[CH:25]=[N:24]2)[CH2:20]1 |f:1.2|. The product is OC1CC(C1)(N1N=CC(=C1)C1=C2C(=NC=C1)N(C=C2)COCC[Si](C)(C)C)CC#N ({3-hydroxy-1-[4-(1-{[2-(trimethylsilyl)ethoxy]methyl}-1H-pyrrolo[2,3-b]pyridin-4-yl)-1H-pyrazol-1-yl]cyclobutyl}acetonitrile). Run in O (water), C(C)O (ethanol), O (water), C(C)O (ethanol). Procedure: To {3-{[tert-butyl(diphenyl)silyl]oxy}-1-[4-(1-{[2-(trimethylsilyl)ethoxy]methyl}-1H-pyrrolo[2,3-b]pyridin-4-yl)-1H-pyrazol-1-yl]cyclobutyl}acetonitrile (2.0 g, 3.0 mmol, a mixture of diastereomers from Step A) ethanol (82 mL) was added 5.0 M sodium hydroxide in water (9 mL, 50 mmol). The reaction was stirred overnight. The reaction mixture was diluted with water and ethanol was removed in vacuo. The aqueous mixture was extracted with ethyl acetate (3×). The combined organic extracts were washed...